describe an organic reaction: reactants, conditions, products, and yield From a dataset of the Open Reaction Database (ORD), a public repository of structured organic reaction records. Reactants: [BH3-]C#N, CC(Cl)Cl, [I-], [I-], [Na+], O=C1CCc2c(O)cccc21, [Zn+2]. Yields the product Oc1cccc2c1CCC2. As a reaction SMILES: [C:12]([BH3-:13])#[N:14].[Cl:16][CH:17]([Cl:18])[CH3:19].[I-:20].[I-:22].[Na+:15].[OH:1][c:2]1[c:3]2[c:7]([cH:8][cH:9][cH:10]1)[C:6](=[O:11])[CH2:5][CH2:4]2.[Zn+2:21]>>[OH:1][c:2]1[c:3]2[c:7]([cH:8][cH:9][cH:10]1)[CH2:6][CH2:5][CH2:4]2.